This data is from the Open Reaction Database (ORD), a public repository of structured organic reaction records. The task is: describe an organic reaction: reactants, conditions, products, and yield The reactants are [Al+3], [Cl-], [Cl-], [Cl-], O=C(O)C1Cc2ccc(Cl)c(Cl)c2O1, Cl, O=C(Cl)c1ccc([N+](=O)[O-])cc1, O. The product is O=C(c1ccc([N+](=O)[O-])cc1)c1cc2c(c(Cl)c1Cl)OC(C(=O)O)C2. Reaction SMILES: [Al+3:2].[Cl-:1].[Cl-:3].[Cl-:4].[Cl:5][c:6]1[c:7]([Cl:18])[c:8]2[c:9]([cH:16][cH:17]1)[CH2:10][CH:11]([C:13](=[O:14])[OH:15])[O:12]2.[ClH:31].[N+:19](=[O:20])([O-:21])[c:22]1[cH:23][cH:24][c:25]([C:26](=[O:27])[Cl:28])[cH:29][cH:30]1.[OH2:32]>>[Cl:5][c:6]1[c:7]([Cl:18])[c:8]2[c:9]([cH:16][c:17]1[C:26]([c:25]1[cH:24][cH:23][c:22]([N+:19](=[O:20])[O-:21])[cH:30][cH:29]1)=[O:27])[CH2:10][CH:11]([C:13](=[O:14])[OH:15])[O:12]2. Starting materials: CCOC(C)=O, CCO, CCOC(=O)c1nc(Cl)c(Cl)n1COCC[Si](C)(C)C, Cl. Yields the product CCOC(=O)c1nc(Cl)c(Cl)[nH]1. As a reaction SMILES: [C:21]([O:22][CH2:23][CH3:24])(=[O:25])[CH3:26].[CH3:28][CH2:29][OH:30].[Cl:1][c:2]1[n:3][c:4]([C:16](=[O:17])[O:18][CH2:19][CH3:20])[n:5]([CH2:8][O:9][CH2:10][CH2:11][Si:12]([CH3:13])([CH3:14])[CH3:15])[c:6]1[Cl:7].[ClH:27]>>[Cl:1][c:2]1[nH:3][c:4]([C:16](=[O:17])[O:18][CH2:19][CH3:20])[n:5][c:6]1[Cl:7]. Starting materials: ClC=1C=C(C=CC1N1CCOCC1)NC(CC(C)=O)=O (N-(3-chloro-4-morpholinophenyl)-3-oxobutanamide), ClC1=CC=C(C2=CC=CC=C12)OCC(=O)N (2-((4-chloronaphthalen-1-yl)oxy)acetamide), C1(=CC=CC=C1)C (toluene), [NH4+].[Cl-] (NH4Cl). The reagents and catalysts are C(C)(C)[O-].C(C)(C)[O-].C(C)(C)[O-].C(C)(C)[O-].[Ti+4] (titanium tetraisopropanolate). The solvent is C=1(C(=CC=CC1)C)C (xylene). Reaction conditions: temperature 165 celsius, time 24 hour. The product is ClC=1C=C(C=CC1N1CCOCC1)N1C(=NC(=CC1=O)C)COC1=CC=C(C2=CC=CC=C12)Cl (3-(3-chloro-4-morpholinophenyl)-2-(((4-chloronaphthalen-1-yl)oxy)methyl)-6-methylpyrimidin-4(3H)-one). The yield is 56.4%. Reaction SMILES: [Cl:1][C:2]1[CH:3]=[C:4]([NH:14][C:15](=[O:20])[CH2:16][C:17](=O)[CH3:18])[CH:5]=[CH:6][C:7]=1[N:8]1[CH2:13][CH2:12][O:11][CH2:10][CH2:9]1.[Cl:21][C:22]1[C:31]2[C:26](=[CH:27][CH:28]=[CH:29][CH:30]=2)[C:25]([O:32][CH2:33][C:34]([NH2:36])=O)=[CH:24][CH:23]=1.C1(C)C=CC=CC=1.[NH4+].[Cl-]>C1(C)C(C)=CC=CC=1.C([O-])(C)C.C([O-])(C)C.C([O-])(C)C.C([O-])(C)C.[Ti+4]>[Cl:1][C:2]1[CH:3]=[C:4]([N:14]2[C:15](=[O:20])[CH:16]=[C:17]([CH3:18])[N:36]=[C:34]2[CH2:33][O:32][C:25]2[C:26]3[C:31](=[CH:30][CH:29]=[CH:28][CH:27]=3)[C:22]([Cl:21])=[CH:23][CH:24]=2)[CH:5]=[CH:6][C:7]=1[N:8]1[CH2:13][CH2:12][O:11][CH2:10][CH2:9]1 |f:3.4,6.7.8.9.10|. Reported procedure: A mixture of N-(3-chloro-4-morpholinophenyl)-3-oxobutanamide (0.59 g, 2.0 mmol), 2-((4-chloronaphthalen-1-yl)oxy)acetamide (0.94 g, 4.0 mmol) and titanium tetraisopropanolate (4.8 mL) in xylene (10 mL) was stirred at 165° C. for 24 h. The mixture was cooled to rt and 60 mL of toluene and 60 mL of saturated NH4Cl aqueous solution were added. The resulting mixture was stirred at rt overnight and filtered and the filtrate was extracted with DCM (20 mL×4). The combined organic layers were washed wit... Reactants: C(C)(C)(C)OC(=O)N1[C@@H](C[C@H](C1)NS(=O)(=O)C1=CC=C(C=C1)Cl)\C=C/CCCC(=O)O ((2S,4R)-1-t-butoxycarbonyl-2-[{Z)-5-carboxy-1-pentenyl]-4-(4-chlorophenylsulfonylamino)pyrrolidine), Cl (hydrogen chloride), CO (methanol). Product: ClC1=CC=C(C=C1)S(=O)(=O)N[C@@H]1C[C@H](NC1)\C=C/CCCC(=O)OC ((2S,4R)-4-(4-chlorophenylsulfonylamino)-2-[(Z)-5-methoxycarbonyl-1-pentenyl]pyrrolidine). As a reaction SMILES: C(OC([N:8]1[CH2:12][C@H:11]([NH:13][S:14]([C:17]2[CH:22]=[CH:21][C:20]([Cl:23])=[CH:19][CH:18]=2)(=[O:16])=[O:15])[CH2:10][C@H:9]1/[CH:24]=[CH:25]\[CH2:26][CH2:27][CH2:28][C:29]([OH:31])=[O:30])=O)(C)(C)C.Cl.[CH3:33]O>>[Cl:23][C:20]1[CH:19]=[CH:18][C:17]([S:14]([NH:13][C@H:11]2[CH2:12][NH:8][C@H:9](/[CH:24]=[CH:25]\[CH2:26][CH2:27][CH2:28][C:29]([O:31][CH3:33])=[O:30])[CH2:10]2)(=[O:15])=[O:16])=[CH:22][CH:21]=1. Procedure: A solution of (2S,4R)-1-t-butoxycarbonyl-2-[{Z)-5-carboxy-1-pentenyl]-4-(4-chlorophenylsulfonylamino)pyrrolidine (2.90 g) in methanol (50 ml) saturated with hydrogen chloride was stirred at room temperature overnight and the solvent was evaporated in vacuo. The residue was dissolved in chloroform (50 ml) and the solution was washed successively with saturated aqueous sodium bicarbonate and brine. The organic layer was dried over magnesium sulfate and the solvent was evaporated in vacuo to give (... Starting materials: C1(=CC=CC=C1)C(CNC1=C2N=CN(C2=NC(=N1)C(=O)O)[C@@H]1O[C@@H]([C@H]([C@H]1O)O)C(=O)NCC)C1=CC=CC=C1 (6-[(2,2-diphenylethyl)amino]-9-{(2R,3R,4S,5S)-5-[(ethylamino)carbonyl]-3,4-dihydroxytetrahydro-2-furanyl}-9H-purine-2-carboxylic acid), FC(C(=O)NC1CCNCC1)(F)F (2,2,2-trifluoro-N-(4-piperidinyl)acetamide), Cl.CN(CCCN=C=NCC)C (1-(3-dimethylaminopropyl)-3-ethylcarbodiimide hydrochloride). Run in ClCCl (dichloromethane). Product: C1(=CC=CC=C1)C(CNC1=C2N=CN(C2=NC(=N1)C(=O)N1CCC(CC1)NC(C(F)(F)F)=O)[C@H]1[C@@H]([C@@H]([C@H](O1)C(=O)NCC)O)O)C1=CC=CC=C1 ((2S,3S,4R,5R)-5-[6-[(2,2-Diphenylethyl)amino]-2-({4-[(trifluoroacetyl)amino]-1-piperidinyl}carbonyl)-9H-purin-9-yl]-N-ethyl-3,4-dihydroxytetrahydro-2-furancarboxamide). RXN SMILES: [C:1]1([CH:7]([C:34]2[CH:39]=[CH:38][CH:37]=[CH:36][CH:35]=2)[CH2:8][NH:9][C:10]2[N:18]=[C:17]([C:19]([OH:21])=O)[N:16]=[C:15]3[C:11]=2[N:12]=[CH:13][N:14]3[C@H:22]2[C@H:26]([OH:27])[C@H:25]([OH:28])[C@@H:24]([C:29]([NH:31][CH2:32][CH3:33])=[O:30])[O:23]2)[CH:6]=[CH:5][CH:4]=[CH:3][CH:2]=1.[F:40][C:41]([F:52])([F:51])[C:42]([NH:44][CH:45]1[CH2:50][CH2:49][NH:48][CH2:47][CH2:46]1)=[O:43].Cl.CN(C)CCCN=C=NCC>ClCCl>[C:1]1([CH:7]([C:34]2[CH:39]=[CH:38][CH:37]=[CH:36][CH:35]=2)[CH2:8][NH:9][C:10]2[N:18]=[C:17]([C:19]([N:48]3[CH2:49][CH2:50][CH:45]([NH:44][C:42](=[O:43])[C:41]([F:51])([F:40])[F:52])[CH2:46][CH2:47]3)=[O:21])[N:16]=[C:15]3[C:11]=2[N:12]=[CH:13][N:14]3[C@@H:22]2[O:23][C@H:24]([C:29]([NH:31][CH2:32][CH3:33])=[O:30])[C@@H:25]([OH:28])[C@H:26]2[OH:27])[CH:6]=[CH:5][CH:4]=[CH:3][CH:2]=1 |f:2.3|. Procedure: A solution of 6-[(2,2-diphenylethyl)amino]-9-{(2R,3R,4S,5S)-5-[(ethylamino)carbonyl]-3,4-dihydroxytetrahydro-2-furanyl}-9H-purine-2-carboxylic acid (Preparation 39) (0.2 g, 0.38 mmol), 2,2,2-trifluoro-N-(4-piperidinyl)acetamide (83 mg, 0.42 mmol) and 1-(3-dimethylaminopropyl)-3-ethylcarbodiimide hydrochloride (81 mg, 0.42 mmol) in dichloromethane (5 ml) was stirred at room temperature for 48 hours and then heated under reflux for a further 96 hours. The solution was allowed to cool to room tempe... The reactants are C(#N)C1=CC=C(CO)C=C1 (4-cyanobenzyl alcohol), C(C)(C)N(CC)C(C)C (diisopropylethylamine), ClCCl (dichloromethane), S(=O)(=O)(C(F)(F)F)OS(=O)(=O)C(F)(F)F (triflic anhydride), C1(=CC=CC=C1)C(N1C=NC(=C1)N1C(C(N(CC1)C1=C(C(=CC=C1)C)C)=O)=O)(C1=CC=CC=C1)C1=CC=CC=C1 (1-[1-triphenylmethyl-4-imidazolyl]-4-(2,3-dimethylphenyl)piperazine-2,3-dione), ClCCl (dichloromethane). Reaction conditions: time 20 minute. Product: Cl.C(#N)C1=CC=C(CN2C=NC=C2N2C(C(N(CC2)C2=C(C(=CC=C2)C)C)=O)=O)C=C1 (1-[1-(4-cyanobenzyl)-5-imidazolyl]-4-(2,3-dimethylphenyl)piperazine-2,3-dione hydrochloride), Cl (hydrochloride). Reaction SMILES: [C:1]([C:3]1[CH:10]=[CH:9][C:6]([CH2:7]O)=[CH:5][CH:4]=1)#[N:2].C(N(C(C)C)CC)(C)C.S(OS(C(F)(F)F)(=O)=O)(C(F)(F)F)(=O)=O.C1(C(C2C=CC=CC=2)(C2C=CC=CC=2)[N:42]2[CH:46]=[C:45]([N:47]3[CH2:52][CH2:51][N:50]([C:53]4[CH:58]=[CH:57][CH:56]=[C:55]([CH3:59])[C:54]=4[CH3:60])[C:49](=[O:61])[C:48]3=[O:62])[N:44]=[CH:43]2)C=CC=CC=1.[Cl:75]CCl>>[ClH:75].[C:1]([C:3]1[CH:10]=[CH:9][C:6]([CH2:7][N:44]2[C:45]([N:47]3[CH2:52][CH2:51][N:50]([C:53]4[CH:58]=[CH:57][CH:56]=[C:55]([CH3:59])[C:54]=4[CH3:60])[C:49](=[O:61])[C:48]3=[O:62])=[CH:46][N:42]=[CH:43]2)=[CH:5][CH:4]=1)#[N:2].[ClH:75] |f:5.6|. Procedure details: To a solution of 4-cyanobenzyl alcohol from Step A (153 mg, 0.291 mmol) in 1.0 mL of dichloromethane at -78 ° C. was added diisopropylethylamine (0.066 mL, 0.379 mmol), followed by triflic anhydride (0.053 mL, 0.316 mmol). After 20 minutes, a solution of diketopiperazine from Step F of Example 8 (153 mg, 0.291 mmol) in 1.0 mL dichloromethane was added dropwise via syringe. The reaction was allowed to warm to room temperature over 30 minutes, then concentrated in vacuo. The solution was taken up ... The reactants are C(C)(C)(C)OC1=NC(=CC(=C1)C1=CN(C2=NC=CC=C21)S(=O)(=O)C2=CC=CC=C2)Cl (3-(2-tert-butoxy-6-chloropyridin-4-yl)-1-(phenylsulfonyl)-1H-pyrrolo[2,3-b]pyridine), [OH-].[K+] (potassium hydroxide). Solvent: C(C)O.O (ethanol water). Reaction conditions: temperature 50 celsius. Yields the product C(C)(C)(C)OC1=NC(=CC(=C1)C1=CNC2=NC=CC=C21)Cl (3-(2-tert-butoxy-6-chloropyridin-4-yl)-1H-pyrrolo[2,3-b]pyridine). As a reaction SMILES: [C:1]([O:5][C:6]1[CH:11]=[C:10]([C:12]2[C:20]3[C:15](=[N:16][CH:17]=[CH:18][CH:19]=3)[N:14](S(C3C=CC=CC=3)(=O)=O)[CH:13]=2)[CH:9]=[C:8]([Cl:30])[N:7]=1)([CH3:4])([CH3:3])[CH3:2].[OH-].[K+]>C(O)C.O>[C:1]([O:5][C:6]1[CH:11]=[C:10]([C:12]2[C:20]3[C:15](=[N:16][CH:17]=[CH:18][CH:19]=3)[NH:14][CH:13]=2)[CH:9]=[C:8]([Cl:30])[N:7]=1)([CH3:4])([CH3:2])[CH3:3] |f:1.2,3.4|. Reported procedure: To a suspension of EXAMPLE 34B (2.15 g, 4.87 mmol) in 60 mL ethanol/water (5:1) was added powdered potassium hydroxide (1.09 g, 19.46 mmol). The suspension was heated at 50° C. for 3 hours, at which time the reaction was homogeneous. The solvent was removed and the crude material was dissolved in ethyl acetate, washed with water, and brine, dried over magnesium sulfate, filtered and concentrated. The crude material was purified by flash chromatography (Analogix280, gradient elution, 20-100% ethy...